Dataset: the Open Reaction Database (ORD), a public repository of structured organic reaction records. Task: describe an organic reaction: reactants, conditions, products, and yield Reactants: B.CSC (Borane methyl sulfide), C(=O)(OCC1=CC=CC=C1)N1[C@H](C(=O)O)CCC1 (N-Carbobenzyloxy-L-proline), O (water). The solvent is C1CCOC1 (THF). Run at temperature 0 celsius, time 16 hour. Yields the product C(=O)(OCC1=CC=CC=C1)N1C(CCC1)CO (N-carbobenzyloxy-2-hydroxymethyl pyrrolidine). Isolated yield 91.2%. As a reaction SMILES: [C:1]([N:11]1[CH2:18][CH2:17][CH2:16][C@H:12]1[C:13](O)=[O:14])([O:3][CH2:4][C:5]1[CH:10]=[CH:9][CH:8]=[CH:7][CH:6]=1)=[O:2].B.CSC.O>C1COCC1>[C:1]([N:11]1[CH2:18][CH2:17][CH2:16][CH:12]1[CH2:13][OH:14])([O:3][CH2:4][C:5]1[CH:10]=[CH:9][CH:8]=[CH:7][CH:6]=1)=[O:2] |f:1.2|. Reported procedure: N-Carbobenzyloxy-L-proline (0.048 moles, 12.0 g) was dissolved in 50 ml THF and cooled to 0° C. Borane-methyl sulfide complex (0.05 moles, 25 ml of 2M in THF) was added dropwise. The reaction was stirred for 16 hours at room temperature and then cooled to 0° C. water (50 ml) was added dropwise. The solution was filtered. The solid was washed with ethyl acetate. The organic solutions were combined, washed with water, dried over sodium sulfate and concentrated to yield 10.3 g of N-carbobenzyloxy-2... The reactants are [Br-], C1COCCO1, CC(C)(C)[O-], C[P+](c1ccccc1)(c1ccccc1)c1ccccc1, [Cl-], O=C1CC(NC(=O)C(F)(F)F)(c2ccc(-c3nc4ccn5c(-c6ncccn6)nnc5c4cc3-c3ccccc3)cc2)C1, [K+], [NH4+]. The product is C=C1CC(NC(=O)C(F)(F)F)(c2ccc(-c3nc4ccn5c(-c6ncccn6)nnc5c4cc3-c3ccccc3)cc2)C1. Reaction SMILES: [Br-:52].[CH2:73]1[O:74][CH2:75][CH2:76][O:77][CH2:78]1.[CH3:1][C:2]([CH3:3])([O-:4])[CH3:5].[CH3:53][P+:54]([c:55]1[cH:56][cH:57][cH:58][cH:59][cH:60]1)([c:61]1[cH:62][cH:63][cH:64][cH:65][cH:66]1)[c:67]1[cH:68][cH:69][cH:70][cH:71][cH:72]1.[Cl-:50].[F:7][C:8]([C:9](=[O:10])[NH:11][C:12]1([c:17]2[cH:18][cH:19][c:20](-[c:23]3[n:24][c:25]4[cH:26][cH:27][n:28]5[c:29]([c:30]4[cH:31][c:32]3-[c:33]3[cH:34][cH:35][cH:36][cH:37][cH:38]3)[n:39][n:40][c:41]5-[c:42]3[n:43][cH:44][cH:45][cH:46][n:47]3)[cH:21][cH:22]2)[CH2:13][C:14](=[O:16])[CH2:15]1)([F:48])[F:49].[K+:6].[NH4+:51]>>[CH2:1]=[C:14]1[CH2:13][C:12]([NH:11][C:9]([C:8]([F:7])([F:48])[F:49])=[O:10])([c:17]2[cH:18][cH:19][c:20](-[c:23]3[n:24][c:25]4[cH:26][cH:27][n:28]5[c:29]([c:30]4[cH:31][c:32]3-[c:33]3[cH:34][cH:35][cH:36][cH:37][cH:38]3)[n:39][n:40][c:41]5-[c:42]3[n:43][cH:44][cH:45][cH:46][n:47]3)[cH:21][cH:22]2)[CH2:15]1. The reactants are C(C)(C)(C)OC(NC1=NC=CC(=C1)C=C(C1=CC=CC=C1)C1CC1)=O ([4-(2-Cyclopropyl-2-phenyl-vinyl)-pyridin-2-yl]-carbamic acid tert-butyl ester), [H][H] (hydrogen). The reagents and catalysts are [Pd] (palladium on carbon). Run in CO (methanol), C(Cl)Cl (DCM). Yields the product C(C)(C)(C)OC(NC1=NC=CC(=C1)CC(C1=CC=CC=C1)C1CC1)=O ([4-(2-Cyclopropyl-2-phenyl-ethyl)-pyridin-2-yl]-carbamic acid tert-butyl ester). The yield is 102.4%. RXN SMILES: [C:1]([O:5][C:6](=[O:25])[NH:7][C:8]1[CH:13]=[C:12]([CH:14]=[C:15]([CH:22]2[CH2:24][CH2:23]2)[C:16]2[CH:21]=[CH:20][CH:19]=[CH:18][CH:17]=2)[CH:11]=[CH:10][N:9]=1)([CH3:4])([CH3:3])[CH3:2].[H][H]>CO.C(Cl)Cl.[Pd]>[C:1]([O:5][C:6](=[O:25])[NH:7][C:8]1[CH:13]=[C:12]([CH2:14][CH:15]([CH:22]2[CH2:23][CH2:24]2)[C:16]2[CH:21]=[CH:20][CH:19]=[CH:18][CH:17]=2)[CH:11]=[CH:10][N:9]=1)([CH3:4])([CH3:2])[CH3:3]. Procedure details: [4-(2-Cyclopropyl-2-phenyl-vinyl)-pyridin-2-yl]-carbamic acid tert-butyl ester (94 mg, 0.28 mmol) is dissolved in methanol (1.5 mL) and DCM (1.5 mL). Then 5% palladium on carbon (59 mg, 0.028 mmol) is added. The reaction is stirred for 16 hours under the hydrogen atmosphere. The palladium on carbon is filtered and the filtrate is concentrated to give 97 mg of the crude product which is used in the next step without purification.